Dataset: the Open Reaction Database (ORD), a public repository of structured organic reaction records. Task: describe an organic reaction: reactants, conditions, products, and yield The reactants are COC(C=CC(CC1=NN(C(=C1)C1=CC(=C(C=C1)Cl)Cl)C1=CC=C(C=C1)OC)C=1C=C(C=CC1)C)=O (5-[5-(3,4-dichloro-phenyl)-1-(4-methoxy-phenyl)-1H-pyrazol-3-yl]-4-m-tolyl-pent-2-enoic acid methyl ester), C(C)(=O)OCC (ethyl acetate). The reagents and catalysts are [Ni] (Raney nickel). Run in C(C)O (ethanol). Conditions: time 2 hour. Yields the product COC(CCC(CC1=NN(C(=C1)C1=CC(=C(C=C1)Cl)Cl)C1=CC=C(C=C1)OC)C=1C=C(C=CC1)C)=O (5-[5-(3,4-Dichloro-phenyl)-1-(4-methoxy-phenyl)-1H-pyrazol-3-yl]-4-m-tolyl-pentanoic acid methyl ester). Yield: 91.0%. Reaction SMILES: C(OCC)(=O)C.[CH3:7][O:8][C:9](=[O:42])[CH:10]=[CH:11][CH:12]([C:35]1[CH:36]=[C:37]([CH3:41])[CH:38]=[CH:39][CH:40]=1)[CH2:13][C:14]1[CH:18]=[C:17]([C:19]2[CH:24]=[CH:23][C:22]([Cl:25])=[C:21]([Cl:26])[CH:20]=2)[N:16]([C:27]2[CH:32]=[CH:31][C:30]([O:33][CH3:34])=[CH:29][CH:28]=2)[N:15]=1>[Ni].C(O)C>[CH3:7][O:8][C:9](=[O:42])[CH2:10][CH2:11][CH:12]([C:35]1[CH:36]=[C:37]([CH3:41])[CH:38]=[CH:39][CH:40]=1)[CH2:13][C:14]1[CH:18]=[C:17]([C:19]2[CH:24]=[CH:23][C:22]([Cl:25])=[C:21]([Cl:26])[CH:20]=2)[N:16]([C:27]2[CH:32]=[CH:31][C:30]([O:33][CH3:34])=[CH:29][CH:28]=2)[N:15]=1. Reported procedure: To a flask containing ethyl acetate (1.0 mL), ethanol (1.0 mL) and a catalytic amount of Raney nickel was added 5-[5-(3,4-dichloro-phenyl)-1-(4-methoxy-phenyl)-1H-pyrazol-3-yl]-4-m-tolyl-pent-2-enoic acid methyl ester (92 mg, 0.17 mmol). The reaction mixture was stirred under H2 (˜1 atm) for 2 h and then filtered through a CELITE® pad. The filtrate was concentrated under reduced pressure, and the crude residue was purified by reversed-phase HPLC giving the desired ester (81 mg, 91%). HPLC: Rt=3....